Dataset: the Open Reaction Database (ORD), a public repository of structured organic reaction records. Task: describe an organic reaction: reactants, conditions, products, and yield The reactants are O[C@H](C)[C@@H]1[C@@H]2N(C(=C([C@@H]2C)C2=NC=C3SC=CN32)C(=O)[O-])C1=O.[K+] (potassium (1S,5R,6S)-6-((1R)-1-hydroxyethyl)-2-(imidazo[5,1-b]thiazol-5-yl)-1-methyl-1-carbapen-2-em-3-carboxylate), C(C(C)(C)C)(=O)OCI (pivaloyloxymethyl iodide). Run in CN(C)C=O (DMF), ClCCl (dichloromethane). The product is O[C@H](C)[C@@H]1[C@@H]2N(C(=C([C@@H]2C)C2=NC=C3SC=CN32)C(=O)OCOC(C(C)(C)C)=O)C1=O (Pivaloyloxymethyl (1S,5R,6S)-6-((1R)-1-hydroxyethyl)-2-(imidazo[5,1-b]thiazol-5-yl)-1-methyl-1-carbapen-2-em-3-carboxylate). The yield is 112.1%. Reaction SMILES: [OH:1][C@@H:2]([C@H:4]1[C:22](=[O:23])[N:6]2[C:7]([C:19]([O-:21])=[O:20])=[C:8]([C:11]3[N:18]4[C:14]([S:15][CH:16]=[CH:17]4)=[CH:13][N:12]=3)[C@H:9]([CH3:10])[C@H:5]12)[CH3:3].[K+].[C:25]([O:31][CH2:32]I)(=[O:30])[C:26]([CH3:29])([CH3:28])[CH3:27]>CN(C=O)C.ClCCl>[OH:1][C@@H:2]([C@H:4]1[C:22](=[O:23])[N:6]2[C:7]([C:19]([O:21][CH2:32][O:31][C:25](=[O:30])[C:26]([CH3:29])([CH3:28])[CH3:27])=[O:20])=[C:8]([C:11]3[N:18]4[C:14]([S:15][CH:16]=[CH:17]4)=[CH:13][N:12]=3)[C@H:9]([CH3:10])[C@H:5]12)[CH3:3] |f:0.1|. Procedure: To a solution of 40 mg of potassium (1S,5R,6S)-6-((1R)-1-hydroxyethyl)-2-(imidazo[5,1-b]thiazol-5-yl)-1-methyl-1-carbapen-2-em-3-carboxylate in 0.8 ml of DMF was added at −30° C. 30 mg of pivaloyloxymethyl iodide, and the mixture was stirred for 1 hour during which the temperature was raised up to room temperature. The reaction mixture was diluted with 30 ml of dichloromethane, washed with semi-saturated aqueous saline, and dried over anhydrous magnesium sulfate. The solvent was removed under re... Reactants: C(C)(C)(C)C1CCC(CC1)C1=CC=C(C(=O)OC)C=C1 (methyl 4-(4-tert-butylcyclohexyl)benzoate), [Li+].[OH-] (LiOH), C1(CCCCC1)NC1=C(C=C(C=C1)S(=O)(=O)N)[N+](=O)[O-] (4-(cyclohexylamino)-3-nitrobenzenesulfonamide), CCN=C=NCCCN(C)C (EDCI). The reagents and catalysts are CN(C)C=1C=CN=CC1 (DMAP). Run in C(C)(=O)OCC (ethyl acetate), TBF, O1CCOCC1 (dioxane). Reaction conditions: time 3 hour. Product: C(C)(C)(C)C1CCC(CC1)C1=CC=C(C(=O)NS(=O)(=O)C2=CC(=C(C=C2)NC2CCCCC2)[N+](=O)[O-])C=C1 (N-(4-(4-tert-butylcyclohexyl)benzoyl)-4-(cyclohexylamino)-3-nitrobenzenesulfonamide). As a reaction SMILES: [C:1]([CH:5]1[CH2:10][CH2:9][CH:8]([C:11]2[CH:20]=[CH:19][C:14]([C:15]([O:17]C)=O)=[CH:13][CH:12]=2)[CH2:7][CH2:6]1)([CH3:4])([CH3:3])[CH3:2].[Li+].[OH-].[CH:23]1([NH:29][C:30]2[CH:35]=[CH:34][C:33]([S:36]([NH2:39])(=[O:38])=[O:37])=[CH:32][C:31]=2[N+:40]([O-:42])=[O:41])[CH2:28][CH2:27][CH2:26][CH2:25][CH2:24]1.CCN=C=NCCCN(C)C>CN(C1C=CN=CC=1)C.O1CCOCC1.C(OCC)(=O)C>[C:1]([CH:5]1[CH2:6][CH2:7][CH:8]([C:11]2[CH:20]=[CH:19][C:14]([C:15]([NH:39][S:36]([C:33]3[CH:34]=[CH:35][C:30]([NH:29][CH:23]4[CH2:28][CH2:27][CH2:26][CH2:25][CH2:24]4)=[C:31]([N+:40]([O-:42])=[O:41])[CH:32]=3)(=[O:38])=[O:37])=[O:17])=[CH:13][CH:12]=2)[CH2:9][CH2:10]1)([CH3:3])([CH3:4])[CH3:2] |f:1.2|. Reported procedure: A mixture of Example 5C (55 mg, 0.20 mmol) and 1M LiOH (0.3 mL) in TBF (2 mL) was heated to 50° C., stirred for 3 hours, concentrated, dissolved in DMF (0.5 mL), and treated with a mixture of Example 3A (60 mg 0.20 mmol), EDCI (96 mg, 0.50 mmol), and DMAP (10 mg) in dioxane (2.0 mL). The mixture was stirred for 16 hours, diluted with ethyl acetate (50 mL), washed sequentially with 1M HCl (5 mL), water (5 mL), and brine (5 mL), dried (MgSO4), filtered, and concentrated. The concentrate was purifi... Reactants: CC(C(C=CC1=CC=CC=C1)=O)C(C=CC1=CC=CC=C1)=O (4-Methyl-1,7-diphenyl-1,6-heptadiene-3,5-dione). Reagents/catalysts: [Pd] (palladium on activated carbon). The solvent is C(C)(=O)OCC (ethyl acetate). Yields the product CC(C(CCC1=CC=CC=C1)=O)C(CCC1=CC=CC=C1)=O (4-Methyl-1,7-diphenylheptane-3,5-dione). The yield is 73.0%. As a reaction SMILES: [CH3:1][CH:2]([C:13](=[O:22])[CH:14]=[CH:15][C:16]1[CH:21]=[CH:20][CH:19]=[CH:18][CH:17]=1)[C:3](=[O:12])[CH:4]=[CH:5][C:6]1[CH:11]=[CH:10][CH:9]=[CH:8][CH:7]=1>[Pd].C(OCC)(=O)C>[CH3:1][CH:2]([C:3](=[O:12])[CH2:4][CH2:5][C:6]1[CH:7]=[CH:8][CH:9]=[CH:10][CH:11]=1)[C:13](=[O:22])[CH2:14][CH2:15][C:16]1[CH:21]=[CH:20][CH:19]=[CH:18][CH:17]=1. Reported procedure: 4-Methyl-1,7-diphenyl-1,6-hetpadiene-3,5-dione (6b, 0.96 g, 3.3 mmol) and palladium on activated carbon (0.25 g, 10%) were combined in ethyl acetate (50 ml). The mixture was placed under a hydrogen atmosphere (60 psi) on a Parr apparatus for 2 hr at room temperature. The resulting mixture was filtered through celite and the filtrate was washed with saturated sodium chloride, dried over magnesium sulfate, filtered and evaporated to afford an oil. The crude oil was twice chromatographed on silica ...